Dataset: the Open Reaction Database (ORD), a public repository of structured organic reaction records. Task: describe an organic reaction: reactants, conditions, products, and yield Reactants: CC(=O)O, COc1cc(F)ccc1-c1ccc(N)cc1, O=N[O-], [Na+], O, O=S(=O)(O)O. The product is COc1cc(F)ccc1-c1ccc(O)cc1. Reaction SMILES: [CH3:17][C:18]([OH:19])=[O:20].[F:1][c:2]1[cH:3][c:4]([O:15][CH3:16])[c:5](-[c:8]2[cH:9][cH:10][c:11]([NH2:12])[cH:13][cH:14]2)[cH:6][cH:7]1.[N:21]([O-:22])=[O:23].[Na+:24].[OH2:30].[S:25](=[O:26])(=[O:27])([OH:28])[OH:29]>>[F:1][c:2]1[cH:3][c:4]([O:15][CH3:16])[c:5](-[c:8]2[cH:9][cH:10][c:11]([OH:19])[cH:13][cH:14]2)[cH:6][cH:7]1.